Task: describe an organic reaction: reactants, conditions, products, and yield. Dataset: the Open Reaction Database (ORD), a public repository of structured organic reaction records The product is CN(CCN1CCC(CC1)CC1=NOC(=N1)C=CC=1C=C(C(=CC1)O)O)C (4-(2-{3-[1-(2-Dimethylamino-ethyl)-piperidin-4-ylmethyl]-[1,2,4]oxadiazol-5-yl}-vinyl)-benzene-1,2-diol). Reactants: B(Br)(Br)Br (Boron tribromide), COC=1C=C(C=CC1OC)C=CC1=NC(=NO1)CC1CCN(CC1)CCN(C)C ([2-(4-{5-[2-(3,4-Dimethoxy-phenyl)-vinyl]-[1,2,4]oxadiazol-3-ylmethyl}-piperidin-1-yl)-ethyl]-dimethyl-amine), COC=1C=C(C=CC1OC)C=CC1=NC(=NO1)CC1CCN(CC1)CCN(C)C ([2-(4-{5-[2-(3,4-Dimethoxy-phenyl)-vinyl]-[1,2,4]oxadiazol-3-ylmethyl}-piperidin-1-yl)-ethyl]-dimethyl-amine). RXN SMILES: B(Br)(Br)Br.C[O:6][C:7]1[CH:8]=[C:9]([CH:15]=[CH:16][C:17]2[O:21][N:20]=[C:19]([CH2:22][CH:23]3[CH2:28][CH2:27][N:26]([CH2:29][CH2:30][N:31]([CH3:33])[CH3:32])[CH2:25][CH2:24]3)[N:18]=2)[CH:10]=[CH:11][C:12]=1[O:13]C>ClCCl.N>[CH3:33][N:31]([CH3:32])[CH2:30][CH2:29][N:26]1[CH2:25][CH2:24][CH:23]([CH2:22][C:19]2[N:18]=[C:17]([CH:16]=[CH:15][C:9]3[CH:8]=[C:7]([OH:6])[C:12]([OH:13])=[CH:11][CH:10]=3)[O:21][N:20]=2)[CH2:28][CH2:27]1. Run at time 6 hour. Run in ClCCl (dichloromethane), N (ammonia). Reported procedure: Boron tribromide (0.14 mL, 1.49 mmol) was added dropwise to a cooled solution of [2-(4-{5-[2-(3,4-dimethoxy-phenyl)-vinyl]-[1,2,4]oxadiazol-3-ylmethyl}-piperidin-1-yl)-ethyl]-dimethyl-amine (compound of Example 23; 0.10 g, 0.25 mmol) in dichloromethane (5 mL) at −78° C. The reaction mixture was warmed to room temperature and stirred for 6 h. The reaction mass was quenched with methanol (2 mL) and the organic solvent was evaporated. The residue obtained was dissolved in 8% methanolic ammonia (5 m... The reactants are O=C([O-])[O-], CC(C)=O, SC1CCCCC1, Cl, [K+], [K+], O=C1NC(=O)c2cc([N+](=O)[O-])ccc21, O. Yields the product O=C1NC(=O)c2cc(SC3CCCCC3)ccc21. Reaction SMILES: [C:22](=[O:23])([O-:24])[O-:25].[CH3:29][C:30](=[O:31])[CH3:32].[CH:15]1([SH:21])[CH2:16][CH2:17][CH2:18][CH2:19][CH2:20]1.[ClH:28].[K+:26].[K+:27].[N+:1]([O-:2])(=[O:3])[c:4]1[cH:5][c:6]2[c:10]([cH:11][cH:12]1)[C:9](=[O:13])[NH:8][C:7]2=[O:14].[OH2:33]>>[c:4]1([S:21][CH:15]2[CH2:16][CH2:17][CH2:18][CH2:19][CH2:20]2)[cH:5][c:6]2[c:10]([cH:11][cH:12]1)[C:9](=[O:13])[NH:8][C:7]2=[O:14]. Reactants: C(C)C=1OC2=C(C(C1C)=O)C=C(C=C2)C(C(=O)OC)C (methyl 2-(2-ethyl-3-methyl-4-oxo-4H-1-benzopyran-6-yl)propionate), C([O-])(O)=O.[Na+] (sodium bicarbonate). Solvent: C(C)O (ethanol), O (water). The product is C(C)C=1OC2=C(C(C1C)=O)C=C(C=C2)C(C(=O)O)C (2-(2-Ethyl-3-methyl-4-oxo-4H-1-benzopyran-6-yl)propionic acid). Isolated yield 42.2%. RXN SMILES: [CH2:1]([C:3]1[O:4][C:5]2[CH:14]=[CH:13][C:12]([CH:15]([CH3:20])[C:16]([O:18]C)=[O:17])=[CH:11][C:6]=2[C:7](=[O:10])[C:8]=1[CH3:9])[CH3:2].C(=O)(O)[O-].[Na+]>C(O)C.O>[CH2:1]([C:3]1[O:4][C:5]2[CH:14]=[CH:13][C:12]([CH:15]([CH3:20])[C:16]([OH:18])=[O:17])=[CH:11][C:6]=2[C:7](=[O:10])[C:8]=1[CH3:9])[CH3:2] |f:1.2|. Procedure: A solution of methyl 2-(2-ethyl-3-methyl-4-oxo-4H-1-benzopyran-6-yl)propionate (1 g) in ethanol (120 mls), and sodium bicarbonate (1 g) in water (30 mls) was refluxed for 20 hours. The ethanol was removed on a `Rotavapor` and the residue was washed with ether (3×50 mls). After acidification with dilute hydrochloric acid, the aqueous phase was extracted with ethyl acetate (3×50 mls), which was washed with brine solution (3×30 mls), dried over anhydrous magnesium sulphate and evaporated to yield a... Starting materials: C(C)(C)(C)OC(NC1(CCC1)C1=CC=C(C=C1)C=1C(=CC2=C(OCC(N2)=O)N1)C1=CC=CC=C1)=O (tert-butyl(1-(4-(2-oxo-7-phenyl-2,3-dihydro-1H-pyrido[2,3-b][1,4]oxazin-6-yl)phenyl)cyclobutyl)carbamate), [H-].[Na+] (sodium hydride), [NH4+].[Cl-] (NH4Cl), C(C#C)Br (propargyl bromide). The solvent is CN(C)C=O (DMF). Conditions: temperature 0 celsius, time 1 hour. Product: C(C)(C)(C)OC(NC1(CCC1)C1=CC=C(C=C1)C=1C(=CC2=C(OCC(N2CC#C)=O)N1)C1=CC=CC=C1)=O (tert-butyl(1-(4-(2-oxo-7-phenyl-1-(prop-2-yn-1-yl)-2,3-dihydro-1H-pyrido[2,3-b][1,4]oxazin-6-yl)phenyl)cyclobutyl)carbamate). Yield: 66.7%. Reaction SMILES: [C:1]([O:5][C:6](=[O:35])[NH:7][C:8]1([C:12]2[CH:17]=[CH:16][C:15]([C:18]3[C:19]([C:29]4[CH:34]=[CH:33][CH:32]=[CH:31][CH:30]=4)=[CH:20][C:21]4[NH:26][C:25](=[O:27])[CH2:24][O:23][C:22]=4[N:28]=3)=[CH:14][CH:13]=2)[CH2:11][CH2:10][CH2:9]1)([CH3:4])([CH3:3])[CH3:2].[H-].[Na+].[CH2:38](Br)[C:39]#[CH:40].[NH4+].[Cl-]>CN(C=O)C>[C:1]([O:5][C:6](=[O:35])[NH:7][C:8]1([C:12]2[CH:13]=[CH:14][C:15]([C:18]3[C:19]([C:29]4[CH:30]=[CH:31][CH:32]=[CH:33][CH:34]=4)=[CH:20][C:21]4[N:26]([CH2:40][C:39]#[CH:38])[C:25](=[O:27])[CH2:24][O:23][C:22]=4[N:28]=3)=[CH:16][CH:17]=2)[CH2:11][CH2:10][CH2:9]1)([CH3:4])([CH3:2])[CH3:3] |f:1.2,4.5|. Reported procedure: To a solution of tert-butyl(1-(4-(2-oxo-7-phenyl-2,3-dihydro-1H-pyrido[2,3-b][1,4]oxazin-6-yl)phenyl)cyclobutyl)carbamate (23 mg, 0.05 mmol) in dry DMF (1 mL) was added sodium hydride (3 mg, 0.05 mmol) at 0° C. under nitrogen. After 1 h at 0° C., propargyl bromide (16 μL, 0.15 mmol) was added and the resulting mixture was stirred for an additional 1 h at 0° C. A saturated solution of NH4Cl was added and the mixture was extracted with dichloromethane (3×) using a phase separator (Isolute® SPE). T... Product: Cc1cccc(C2CC2)c1Oc1nnc(Cl)cc1O. The reactants are CCCCCCCCO, Cc1ccccc1, Cc1cccc(C2CC2)c1[O-], Cc1cccc(C2CC2)c1O, [Na+], O, Oc1cc(Cl)nnc1Cl. RXN SMILES: [CH2:13]([OH:14])[CH2:15][CH2:16][CH2:17][CH2:18][CH2:19][CH2:20][CH3:21].[CH3:42][c:43]1[cH:44][cH:45][cH:46][cH:47][cH:48]1.[CH:1]1([c:4]2[c:5]([O-:6])[c:7]([CH3:11])[cH:8][cH:9][cH:10]2)[CH2:2][CH2:3]1.[CH:31]1([c:32]2[cH:33][cH:34][cH:35][c:36]([CH3:37])[c:38]2[OH:39])[CH2:40][CH2:41]1.[Na+:12].[OH2:49].[OH:22][c:23]1[c:24]([Cl:30])[n:25][n:26][c:27]([Cl:29])[cH:28]1>>[CH:1]1([c:4]2[c:5]([O:6][c:24]3[c:23]([OH:22])[cH:28][c:27]([Cl:29])[n:26][n:25]3)[c:7]([CH3:11])[cH:8][cH:9][cH:10]2)[CH2:2][CH2:3]1. Reactants: NC1=C(C(NC(N1CC1=CC=CC=C1)=O)=O)N=O (6-amino-5-nitroso-1-benzyl-1,3-dihydropyrimidine-2,4-dione), S(=O)([O-])S(=O)[O-].[Na+].[Na+] (sodium hydrosulfite). The solvent is N (ammonia). The product is NC=1C(NC(N(C1N)CC1=CC=CC=C1)=O)=O (5,6-diamino-1-benzyl-1,3-dihydropyrimidine-2,4-dione). As a reaction SMILES: [NH2:1][C:2]1[N:7]([CH2:8][C:9]2[CH:14]=[CH:13][CH:12]=[CH:11][CH:10]=2)[C:6](=[O:15])[NH:5][C:4](=[O:16])[C:3]=1[N:17]=O.S(S([O-])=O)([O-])=O.[Na+].[Na+]>N>[NH2:17][C:3]1[C:4](=[O:16])[NH:5][C:6](=[O:15])[N:7]([CH2:8][C:9]2[CH:14]=[CH:13][CH:12]=[CH:11][CH:10]=2)[C:2]=1[NH2:1] |f:1.2.3|. Procedure: To a solution of 6-amino-5-nitroso-1-benzyl-1,3-dihydropyrimidine-2,4-dione (1.15 g, 4.7 mmol) in 12.5% aqueous ammonia (40 ml) at 70° C. was added sodium hydrosulfite (2.44 g, 14 mmol) in portions over 15 minutes. On cooling the reaction mixture in an ice bath the product precipitated out. It was filtered, washed with water, and dried under reduced pressure, to provide 5,6-diamino-1-benzyl-1,3-dihydropyrimidine-2,4-dione, a compound of formula (21). Reported procedure: A solution of 52.2 g (0.223 mole) of crude 2-hydroxy-9-methoxy-2,3-dihydro-7H-furo[3,2-g][1]benzopyran-7-one in 900 ml of 98% formic acid was heated under argon at 100° for 45 min. The solvent was removed in vacuo and the dark residue crystallized. After drying on the high vac, the crude product, was taken up in the minimum amount of warm methylene chloride and filtered through an alumina column. Evaporation of fractions afforded pure methoxsalen, mp 145°-146°. The product is COC1=C2C(C=CO2)=CC3=C1OC(=O)C=C3 (methoxsalen). Run in C(=O)O (formic acid). Starting materials: OC1CC=2C(=C(C3=C(C=CC(O3)=O)C2)OC)O1 (2-hydroxy-9-methoxy-2,3-dihydro-7H-furo[3,2-g][1]benzopyran-7-one). Reaction SMILES: O[CH:2]1[O:17][C:5]2=[C:6]([O:15][CH3:16])[C:7]3[O:12][C:11](=[O:13])[CH:10]=[CH:9][C:8]=3[CH:14]=[C:4]2[CH2:3]1>C(O)=O>[CH3:16][O:15][C:6]1[C:7]2[O:12][C:11]([CH:10]=[CH:9][C:8]=2[CH:14]=[C:4]2[CH:3]=[CH:2][O:17][C:5]=12)=[O:13]. The reactants are C[O-], CO, CC(=O)C(C)N(C(=O)Cc1ccccc1F)C(C)(C)c1cccc(Cl)c1, [Na+], C1CCOC1. Yields the product CC1=C(c2ccccc2F)C(=O)N(C(C)(C)c2cccc(Cl)c2)C1C. RXN SMILES: [CH3:32][O-:33].[CH3:35][OH:36].[CH3:6][C:7]([CH3:8])([c:9]1[cH:10][c:11]([Cl:15])[cH:12][cH:13][cH:14]1)[N:16]([C:17]([CH2:18][c:19]1[c:20]([F:25])[cH:21][cH:22][cH:23][cH:24]1)=[O:26])[CH:27]([C:28]([CH3:29])=[O:30])[CH3:31].[Na+:34].[O:1]1[CH2:2][CH2:3][CH2:4][CH2:5]1>>[CH3:6][C:7]([CH3:8])([c:9]1[cH:10][c:11]([Cl:15])[cH:12][cH:13][cH:14]1)[N:16]1[C:17](=[O:26])[C:18]([c:19]2[c:20]([F:25])[cH:21][cH:22][cH:23][cH:24]2)=[C:28]([CH3:29])[CH:27]1[CH3:31]. The reactants are NC[C@@H](C)O ((R)-1-amino-2-propanol), O=CCC1C(C2=CC(=CC=C2C1)F)=O ((RS)-2-(2-oxo-ethyl)-6-fluoro-1-indanone), O (water). Reagents/catalysts: C1(=CC=C(C=C1)S(=O)(=O)O)C (p-toluenesulfonic acid). Run in C1(=CC=CC=C1)C (toluene), C1(=CC=CC=C1)C (toluene). Run at time 30 minute. Product: FC1=CC=C2CC3=C(N(C=C3)C[C@@H](C)O)C2=C1 ((R)-1-(7-fluoro-1,4-dihydro-indeno[1,2-b]pyrrol-1-yl)-propan-2-ol). Isolated yield 74.9%. RXN SMILES: O=[CH:2][CH2:3][CH:4]1[CH2:12][C:11]2[C:6](=[CH:7][C:8]([F:13])=[CH:9][CH:10]=2)[C:5]1=O.O.[NH2:16][CH2:17][C@H:18]([OH:20])[CH3:19]>C1(C)C=CC=CC=1.C1(C)C=CC(S(O)(=O)=O)=CC=1>[F:13][C:8]1[CH:7]=[C:6]2[C:11]([CH2:12][C:4]3[CH:3]=[CH:2][N:16]([CH2:17][C@H:18]([OH:20])[CH3:19])[C:5]=32)=[CH:10][CH:9]=1. Procedure: A solution of 1.92 g of (RS)-2-(2-oxo-ethyl)-6-fluoro-1-indanone and 80 mg of p-toluenesulfonic acid in 90 ml of anhydrous toluene was heated on a water separator. A solution of 3.0 g of (R)-1-amino-2-propanol in 20 ml of anhydrous toluene was added dropwise to the boiling solution over a period of 5 minutes. Subsequently, the mixture was boiled for an additional 30 minutes, during which the solvent was reduced to a volume of 20 ml. The cooled reaction mixture was purified by column chromatograp... Reactants: C(\C=C\C(=O)O)(=O)O (fumaric acid), C(C)(C)(C)C=1NC(=C(N1)C1=CC=C2C(=N1)N(C(=N2)N)CC(C)(C)C)C2=CC=C(C=C2)F (5-[2-tert-butyl-5-(4-fluoro-phenyl)-1H-imidazol-4-yl]-3-(2,2-dimethyl-propyl)-3H-imidazo[4,5-b]pyridin-2-ylamine), O (water). The solvent is CC(=O)C (acetone), CC(=O)C (acetone). Yields the product C(\C=C\C(=O)O)(=O)O.C(C)(C)(C)C=1NC(=C(N1)C1=CC=C2C(=N1)N(C(=N2)N)CC(C)(C)C)C2=CC=C(C=C2)F (5-[2-tert-Butyl-5-(4-fluoro-phenyl)-1H-imidazol-4-yl]-3-(2,2-dimethyl-propyl)-3H-imidazo[4,5-b]pyridin-2-ylamine fumarate). As a reaction SMILES: [C:1]([C:5]1[NH:6][C:7]([C:25]2[CH:30]=[CH:29][C:28]([F:31])=[CH:27][CH:26]=2)=[C:8]([C:10]2[N:15]=[C:14]3[N:16]([CH2:20][C:21]([CH3:24])([CH3:23])[CH3:22])[C:17]([NH2:19])=[N:18][C:13]3=[CH:12][CH:11]=2)[N:9]=1)([CH3:4])([CH3:3])[CH3:2].[C:32]([OH:39])(=[O:38])/[CH:33]=[CH:34]/[C:35]([OH:37])=[O:36].O>CC(C)=O>[C:32]([OH:39])(=[O:38])/[CH:33]=[CH:34]/[C:35]([OH:37])=[O:36].[C:1]([C:5]1[NH:6][C:7]([C:25]2[CH:26]=[CH:27][C:28]([F:31])=[CH:29][CH:30]=2)=[C:8]([C:10]2[N:15]=[C:14]3[N:16]([CH2:20][C:21]([CH3:24])([CH3:23])[CH3:22])[C:17]([NH2:19])=[N:18][C:13]3=[CH:12][CH:11]=2)[N:9]=1)([CH3:2])([CH3:3])[CH3:4] |f:4.5|. Reported procedure: Dissolve 126 mg (0.3 mmol) 5-[2-tert-butyl-5-(4-fluoro-phenyl)-1H-imidazol-4-yl]-3-(2,2-dimethyl-propyl)-3H-imidazo[4,5-b]pyridin-2-ylamine in 1.0 ml 88% acetone*. Add a solution of 70 mg fumaric acid in warm 88% acetone* incrementally with shaking. Add seed crystals and filter the resultant precipitate. Air dry to provide 145 mg (74%) of slight purple hair-like crystals. *(remainder water by volume)